This data is from the Open Reaction Database (ORD), a public repository of structured organic reaction records. The task is: describe an organic reaction: reactants, conditions, products, and yield Reactants: COC1=CC=C(C(=O)C2CCN(CC2)CC(=O)O)C=C1 (2-(4-(4-methoxybenzoyl)piperidin-1-yl)acetic acid), NCC=1NC(C2=C(N1)CCC2)=O (2-(aminomethyl)-6,7-dihydro-3H-cyclopenta[d]pyrimidin-4(5H)-one), C23H28N4O4. The product is COC1=CC=C(C(=O)C2CCN(CC2)CC(=O)NCC=2NC(C3=C(N2)CCC3)=O)C=C1 (2-(4-(4-Methoxybenzoyl)piperidin-1-yl)-N-((4-oxo-4,5,6,7-tetrahydro-3H-cyclopenta[d]pyrimidin-2-yl)methyl)acetamide). Yield: 21.1%. Reaction SMILES: [CH3:1][O:2][C:3]1[CH:20]=[CH:19][C:6]([C:7]([CH:9]2[CH2:14][CH2:13][N:12]([CH2:15][C:16]([OH:18])=O)[CH2:11][CH2:10]2)=[O:8])=[CH:5][CH:4]=1.[NH2:21][CH2:22][C:23]1[NH:24][C:25](=[O:32])[C:26]2[CH2:31][CH2:30][CH2:29][C:27]=2[N:28]=1>>[CH3:1][O:2][C:3]1[CH:4]=[CH:5][C:6]([C:7]([CH:9]2[CH2:10][CH2:11][N:12]([CH2:15][C:16]([NH:21][CH2:22][C:23]3[NH:24][C:25](=[O:32])[C:26]4[CH2:31][CH2:30][CH2:29][C:27]=4[N:28]=3)=[O:18])[CH2:13][CH2:14]2)=[O:8])=[CH:19][CH:20]=1. Procedure: The title compound (70 mg) was prepared following the general procedure of Example 1 from 2-(4-(4-methoxybenzoyl)piperidin-1-yl)acetic acid (307 mg, 0.78 mmol, 70% purity) and 2-(aminomethyl)-6,7-dihydro-3H-cyclopenta[d]pyrimidin-4(5H)-one (128 mg, 0.78 mmol). 1H NMR (400 MHz, CDC3) δ 10.58 (br. s., 1H), 8.06 (br. s., 1H), 7.95 (d, J=9.1 Hz, 2H), 6.98 (d, J=9.1 Hz, 2H), 4.41 (d, J=6.1 Hz, 2H), 3.90 (s, 3H), 3.28 (br. s., 3H), 3.02 (br. s., 2H), 2.70-2.95 (m, 4H), 2.43 (br. s., 2H), 2.09 (dq, J=7...